From a dataset of the Open Reaction Database (ORD), a public repository of structured organic reaction records. describe an organic reaction: reactants, conditions, products, and yield RXN SMILES: [N+:1]([C:4]1[CH:24]=[CH:23][C:7]([CH:8]=[CH:9][C:10]([CH:12]=[CH:13][C:14]2[CH:19]=[CH:18][C:17]([N+:20]([O-:22])=[O:21])=[CH:16][CH:15]=2)=O)=[CH:6][CH:5]=1)([O-:3])=[O:2].Cl.[CH3:26][O:27][C:28]1[CH:33]=[CH:32][C:31]([NH:34][NH2:35])=[CH:30][CH:29]=1.O>CN(C)C=O>[CH3:26][O:27][C:28]1[CH:33]=[CH:32][C:31]([N:34]2[CH:8]([C:7]3[CH:23]=[CH:24][C:4]([N+:1]([O-:3])=[O:2])=[CH:5][CH:6]=3)[CH:9]=[C:10]([CH:12]=[CH:13][C:14]3[CH:19]=[CH:18][C:17]([N+:20]([O-:22])=[O:21])=[CH:16][CH:15]=3)[NH:35]2)=[CH:30][CH:29]=1 |f:1.2|. Procedure: A solution of bis (4-nitrobenzal)acetone (1.62 g; 0.005 m) and 4-methoxy-phenyl-hydrazine hydrochloride (0.87 g; 0.005 m) in dimethylformamide (25 ml.) was heated at 100° C. for 4 hours to give a dark red solution, which was drowned into water (100 ml.) The crude solid product was filtered, water washed and was recrystallised from butanol to give a dark red solid (1.0 g; 45% theory) Reactants: [N+](=O)([O-])C1=CC=C(C=CC(=O)C=CC2=CC=C(C=C2)[N+](=O)[O-])C=C1 (bis (4-nitrobenzal)acetone), Cl.COC1=CC=C(C=C1)NN (4-methoxy-phenyl-hydrazine hydrochloride), O (water). Solvent: CN(C=O)C (dimethylformamide). Yields the product COC1=CC=C(C=C1)N1NC(=CC1C1=CC=C(C=C1)[N+](=O)[O-])C=CC1=CC=C(C=C1)[N+](=O)[O-] (1-(4-Methoxyphenyl)-3-(4-nitrophenylvinyl)-5-(4-nitrophenyl)pyrazoline). The reactants are OCCCCCCCCCCCP(OCC)(OCC)=O (Diethyl 11-hydroxyundecylphosphonate), C1COCCOCCOCCOCCOCCO1 (18-crown-6), C(C1=CC=CC=C1)Br (Benzyl bromide), [H-].[Na+] (Sodium hydride). The solvent is O1CCCC1 (tetrahydrofuran), C(C)(=O)OCC (ethyl acetate), ClCCl (dichloromethane). Run at time 10 minute. The product is C(C1=CC=CC=C1)OCCCCCCCCCCCP(OCC)(OCC)=O (Diethyl 11-(benzyloxy)undecylphosphonate). The yield is 41.9%. As a reaction SMILES: [OH:1][CH2:2][CH2:3][CH2:4][CH2:5][CH2:6][CH2:7][CH2:8][CH2:9][CH2:10][CH2:11][CH2:12][P:13](=[O:20])([O:17][CH2:18][CH3:19])[O:14][CH2:15][CH3:16].C1OCCOCCOCCOCCOCCOC1.[H-].[Na+].[CH2:41](Br)[C:42]1[CH:47]=[CH:46][CH:45]=[CH:44][CH:43]=1>C(OCC)(=O)C.ClCCl.O1CCCC1>[CH2:41]([O:1][CH2:2][CH2:3][CH2:4][CH2:5][CH2:6][CH2:7][CH2:8][CH2:9][CH2:10][CH2:11][CH2:12][P:13](=[O:20])([O:14][CH2:15][CH3:16])[O:17][CH2:18][CH3:19])[C:42]1[CH:47]=[CH:46][CH:45]=[CH:44][CH:43]=1 |f:2.3|. Procedure details: Diethyl 11-hydroxyundecylphosphonate (4.0 g, 13.0 mmol) and 18-crown-6 (spatula tip) were added to anhydrous tetrahydrofuran under inert atmosphere. Sodium hydride (312 mg, 13.0 mmol) was added and the solution allowed to stir for 10 minutes. Benzyl bromide (2.4 mL, 19.5 mmol) was then added and the reaction stirred at reflux for 4 hours. After cooling to room temperature, dichloromethane was added and the mixture washed with water and brine. The organic layer was collected, dried over magnesium... Reactants: C12C(CC(CC1)C2)OC=2C=C(NC1=CC(CC1)=O)C=CC2OC (3-[3-[(1RS,2RS,4SR)-bicyclo[2.2.1]hept-2-yloxy]-4-methoxyanilino]2-cyclopenten-1-one), C(C1=CC=CC=C1)Br (benzyl bromide). The product is C(C1=CC=CC=C1)N(C1=CC(=C(C=C1)OC)OC1C2CCC(C1)C2)C2=CC(CC2)=O (3-[N-benzyl-3-[(1RS,2RS,4SR)-bicyclo[2.2.1]hept-2-yloxy]4-methoxyanilino]-2-cyclopenten-1-one). Yield: 92.3%. As a reaction SMILES: [CH:1]12[CH2:7][CH:4]([CH2:5][CH2:6]1)[CH2:3][CH:2]2[O:8][C:9]1[CH:10]=[C:11]([CH:19]=[CH:20][C:21]=1[O:22][CH3:23])[NH:12][C:13]1[CH2:17][CH2:16][C:15](=[O:18])[CH:14]=1.[CH2:24](Br)[C:25]1[CH:30]=[CH:29][CH:28]=[CH:27][CH:26]=1>>[CH2:24]([N:12]([C:13]1[CH2:17][CH2:16][C:15](=[O:18])[CH:14]=1)[C:11]1[CH:19]=[CH:20][C:21]([O:22][CH3:23])=[C:9]([O:8][CH:2]2[CH2:3][CH:4]3[CH2:7][CH:1]2[CH2:6][CH2:5]3)[CH:10]=1)[C:25]1[CH:30]=[CH:29][CH:28]=[CH:27][CH:26]=1. Reported procedure: According to the same procedure as in Example 26, using 3-[3-[(1RS,2RS,4SR)-bicyclo[2.2.1]hept-2-yloxy]-4-methoxyanilino]2-cyclopenten-1-one produced in Example 8(3) instead of 3-(3-cyclopentyloxy-4-methoxyanilino)-2-cyclopenten-1-one, and using benzyl bromide instead of methyl iodide, the title compound (yield 92.3%) was obtained as a light yellow oil. The product is C(C1=CC=CC=C1)OC1=C(C=C(C=C1)Br)CCN (2-(2-aminoethyl)-4-bromophenyl benzyl ether). As a reaction SMILES: [BH4-].[Na+].FC(F)(F)C(O)=O.[CH2:10]([O:17][C:18]1[CH:23]=[CH:22][C:21]([Br:24])=[CH:20][C:19]=1[CH2:25][C:26]#[N:27])[C:11]1[CH:16]=[CH:15][CH:14]=[CH:13][CH:12]=1>C1COCC1>[CH2:10]([O:17][C:18]1[CH:23]=[CH:22][C:21]([Br:24])=[CH:20][C:19]=1[CH2:25][CH2:26][NH2:27])[C:11]1[CH:12]=[CH:13][CH:14]=[CH:15][CH:16]=1 |f:0.1|. The yield is 108.6%. Reported procedure: To a mixture of NaBH4 (6.0 g) in THF (100 ml) was added dropwise trifluoroacetic acid (18 ml) at 0° C. (ice bath). 4-Bromo-2-cyanomethylphenyl benzyl ether (10 g) was added and the mixture stirred at ambient temperature for 18 hours. The reaction was quenched with water (100 ml), the pH adjusted to 13 with 2N aqueous NaOH solution, and extracted with diethyl ether. The diethyl ether extracts were dried (MgSO4) and evaporated to give 2-(2-aminoethyl)-4-bromophenyl benzyl ether (11.0 g) as a yello... Reaction conditions: time 18 hour. Run in C1CCOC1 (THF). The reactants are FC(C(=O)O)(F)F (trifluoroacetic acid), [BH4-].[Na+] (NaBH4), C(C1=CC=CC=C1)OC1=C(C=C(C=C1)Br)CC#N (4-Bromo-2-cyanomethylphenyl benzyl ether). Reactants: Cc1ccc(NC(=O)NCc2ccc3c(c2)CN(C2CCC(=O)NC2=O)C3=O)cc1OC(=O)CNC(=O)OC(C)(C)C, ClCCl, Cl. Yields the product Cl, Cc1ccc(NC(=O)NCc2ccc3c(c2)CN(C2CCC(=O)NC2=O)C3=O)cc1OC(=O)CN. RXN SMILES: [C:1]([O:2][C:3](=[O:4])[NH:8][CH2:9][C:10](=[O:11])[O:12][c:13]1[c:14]([CH3:42])[cH:15][cH:16][c:17]([NH:19][C:20](=[O:21])[NH:22][CH2:23][c:24]2[cH:25][c:26]3[c:30]([cH:31][cH:32]2)[C:29](=[O:33])[N:28]([CH:34]2[C:35](=[O:41])[NH:36][C:37](=[O:40])[CH2:38][CH2:39]2)[CH2:27]3)[cH:18]1)([CH3:5])([CH3:6])[CH3:7].[Cl:44][CH2:45][Cl:46].[ClH:43]>>[ClH:43].[NH2:8][CH2:9][C:10](=[O:11])[O:12][c:13]1[c:14]([CH3:42])[cH:15][cH:16][c:17]([NH:19][C:20](=[O:21])[NH:22][CH2:23][c:24]2[cH:25][c:26]3[c:30]([cH:31][cH:32]2)[C:29](=[O:33])[N:28]([CH:34]2[C:35](=[O:41])[NH:36][C:37](=[O:40])[CH2:38][CH2:39]2)[CH2:27]3)[cH:18]1. Starting materials: NC=1C(=CC(=C(C(=O)O)C1)Br)C (5-amino-2-bromo-4-methylbenzoic acid), S(=O)(Cl)Cl (thionyl chloride), CO (methanol). Yields the product NC=1C(=CC(=C(C(=O)OC)C1)Br)C (methyl 5-amino-2-bromo-4-methylbenzoate). Yield: 99.0%. RXN SMILES: [NH2:1][C:2]1[C:3]([CH3:12])=[CH:4][C:5]([Br:11])=[C:6]([CH:10]=1)[C:7]([OH:9])=[O:8].S(Cl)(Cl)=O.[CH3:17]O>>[NH2:1][C:2]1[C:3]([CH3:12])=[CH:4][C:5]([Br:11])=[C:6]([CH:10]=1)[C:7]([O:9][CH3:17])=[O:8]. Procedure: To a cooled solution (5° C.) of 5-amino-2-bromo-4-methylbenzoic acid (100.0 g, 0.434 mmol) in anhydrous methanol (1.6 L) was added dropwise thionyl chloride (112.4 g). The reaction mixture was refluxed and monitored by TLC. After refluxing for 6 h, the reaction was complete. The reaction solution was concentrated under reduced pressure. The residue was diluted with ice water (1.2 L) and neutralized with 5% NaHCO3 to pH 7.5. The aqueous layer was extracted with EtOAc (3×600 mL), and the combined ... Starting materials: CC(=O)C1=C(C=CC(=C1)Cl)OC (5-chloro-2-methoxyacetophenone), FC=1C=CC(=C(C1)C(C)(C)O)OC (2-(5-fluoro-2-methoxyphenyl)propan-2-ol). Yields the product ClC=1C=CC(=C(C1)C(C)(C)O)OC (2-(5-chloro-2-methoxyphenyl)propan-2-ol). RXN SMILES: [CH3:1][C:2]([C:4]1[CH:9]=[C:8]([Cl:10])[CH:7]=[CH:6][C:5]=1[O:11][CH3:12])=[O:3].F[C:14]1C=CC(OC)=C(C(O)(C)C)C=1>>[Cl:10][C:8]1[CH:7]=[CH:6][C:5]([O:11][CH3:12])=[C:4]([C:2]([OH:3])([CH3:14])[CH3:1])[CH:9]=1. Procedure details: 2-(5-chloro-2-methoxyphenyl)propan-2-ol (m.p. 56° C.) was prepared from 5-chloro-2-methoxyacetophenone following the method described in Example 3 for the preparation of 2-(5-fluoro-2-methoxyphenyl)propan-2-ol. Starting materials: C(C)(=O)OCC(=O)N(C)C=1C(=C(COC=2C=CC=C3C=CC(=NC23)C)C(=CC1)Cl)Cl (8-[3-(N-acetoxyacetyl-n-methylamino)-2,6-dichlorobenzyloxy]-2-methylquinoline), C([O-])([O-])=O.[K+].[K+] (potassium carbonate), C(Cl)(Cl)Cl (chloroform), O (water). Solvent: CO (methanol). Conditions: time 2 hour. Product: ClC1=C(COC=2C=CC=C3C=CC(=NC23)C)C(=CC=C1N(C)C(CO)=O)Cl (8-[2,6-dichloro-3-(N-hydroxyacetyl-N-methylamino)benzyloxy]-2-methylquinoline). The yield is 100.0%. RXN SMILES: C([O:4][CH2:5][C:6]([N:8]([C:10]1[C:11]([Cl:30])=[C:12]([C:26]([Cl:29])=[CH:27][CH:28]=1)[CH2:13][O:14][C:15]1[CH:16]=[CH:17][CH:18]=[C:19]2[C:24]=1[N:23]=[C:22]([CH3:25])[CH:21]=[CH:20]2)[CH3:9])=[O:7])(=O)C.C(=O)([O-])[O-].[K+].[K+].C(Cl)(Cl)Cl.O>CO>[Cl:30][C:11]1[C:10]([N:8]([C:6](=[O:7])[CH2:5][OH:4])[CH3:9])=[CH:28][CH:27]=[C:26]([Cl:29])[C:12]=1[CH2:13][O:14][C:15]1[CH:16]=[CH:17][CH:18]=[C:19]2[C:24]=1[N:23]=[C:22]([CH3:25])[CH:21]=[CH:20]2 |f:1.2.3|. Procedure: To a solution of 8-[3-(N-acetoxyacetyl-n-methylamino)-2,6-dichlorobenzyloxy]-2-methylquinoline (640 mg) in methanol (6.4 ml) was added potassium carbonate (395 mg), and the mixture was stireed for 2 hours at ambient temperature. To the mixture was added chloroform and water, the organic layer was washed with water and brine, dried over magnesium sulfate and concentrated in vacuo. The residue was purified by chromatography on silica gel (chloroform:ethyl acetate=3.1, V/V) to give 8-[2,6-dichloro-... Reactants: CC(C)(C(=O)Nc1cnccc1C(=O)c1ccccc1)c1cc(C(F)(F)F)cc(C(F)(F)F)c1, C[Si](C)(C)[N-][Si](C)(C)C, CI, CN(C)C=O, [K+]. Yields the product CN(C(=O)C(C)(C)c1cc(C(F)(F)F)cc(C(F)(F)F)c1)c1cnccc1C(=O)c1ccccc1. As a reaction SMILES: [C:1]([c:2]1[cH:3][cH:4][cH:5][cH:6][cH:7]1)(=[O:8])[c:9]1[c:10]([NH:15][C:16]([C:17]([CH3:18])([CH3:19])[c:20]2[cH:21][c:22]([C:30]([F:31])([F:32])[F:33])[cH:23][c:24]([C:26]([F:27])([F:28])[F:29])[cH:25]2)=[O:34])[cH:11][n:12][cH:13][cH:14]1.[CH3:35][Si:36]([CH3:37])([CH3:38])[N-:39][Si:40]([CH3:41])([CH3:42])[CH3:43].[CH3:45][I:46].[CH3:47][N:48]([CH3:49])[CH:50]=[O:51].[K+:44]>>[C:1]([c:2]1[cH:3][cH:4][cH:5][cH:6][cH:7]1)(=[O:8])[c:9]1[c:10]([N:15]([C:16]([C:17]([CH3:18])([CH3:19])[c:20]2[cH:21][c:22]([C:30]([F:31])([F:32])[F:33])[cH:23][c:24]([C:26]([F:27])([F:28])[F:29])[cH:25]2)=[O:34])[CH3:35])[cH:11][n:12][cH:13][cH:14]1. Starting materials: COc1ccc(C(=O)NCc2cccc(C(=O)Nc3cnc4c(c3)CN(C(=O)OC(C)(C)C)CC4)c2)cc1OC, ClCCl, Cl, C1COCCO1. Yields the product COc1ccc(C(=O)NCc2cccc(C(=O)Nc3cnc4c(c3)CNCC4)c2)cc1OC. As a reaction SMILES: [C:1]([O:2][C:3](=[O:4])[N:8]1[CH2:9][c:10]2[cH:11][c:12]([NH:18][C:19]([c:20]3[cH:21][c:22]([CH2:26][NH:27][C:28]([c:29]4[cH:30][c:31]([O:37][CH3:38])[c:32]([O:35][CH3:36])[cH:33][cH:34]4)=[O:39])[cH:23][cH:24][cH:25]3)=[O:40])[cH:13][n:14][c:15]2[CH2:16][CH2:17]1)([CH3:5])([CH3:6])[CH3:7].[Cl:48][CH2:49][Cl:50].[ClH:41].[O:42]1[CH2:43][CH2:44][O:45][CH2:46][CH2:47]1>>[NH:8]1[CH2:9][c:10]2[cH:11][c:12]([NH:18][C:19]([c:20]3[cH:21][c:22]([CH2:26][NH:27][C:28]([c:29]4[cH:30][c:31]([O:37][CH3:38])[c:32]([O:35][CH3:36])[cH:33][cH:34]4)=[O:39])[cH:23][cH:24][cH:25]3)=[O:40])[cH:13][n:14][c:15]2[CH2:16][CH2:17]1.